The task is: describe an organic reaction: reactants, conditions, products, and yield. This data is from the Open Reaction Database (ORD), a public repository of structured organic reaction records. Reactants: CC(=O)OC1CSC(Br)C(OC(C)=O)C1OC(C)=O, Cc1ccccc1, CC#N, O=[Zn], N#Cc1cccc(O)c1. Product: CC(=O)OC1CSC(Oc2cccc(C#N)c2)C(OC(C)=O)C1OC(C)=O. As a reaction SMILES: [C:1]([CH3:2])(=[O:3])[O:4][CH:5]1[CH:6]([Br:19])[S:7][CH2:8][CH:9]([O:15][C:16]([CH3:17])=[O:18])[CH:10]1[O:11][C:12]([CH3:13])=[O:14].[CH3:29][c:30]1[cH:31][cH:32][cH:33][cH:34][cH:35]1.[CH3:36][C:37]#[N:38].[O:39]=[Zn:40].[OH:20][c:21]1[cH:22][c:23]([C:24]#[N:25])[cH:26][cH:27][cH:28]1>>[C:1]([CH3:2])(=[O:3])[O:4][CH:5]1[CH:6]([O:20][c:21]2[cH:22][c:23]([C:24]#[N:25])[cH:26][cH:27][cH:28]2)[S:7][CH2:8][CH:9]([O:15][C:16]([CH3:17])=[O:18])[CH:10]1[O:11][C:12]([CH3:13])=[O:14]. RXN SMILES: [CH3:1][C:2]([O:5][C:6]([N:8]1[CH2:22][CH2:21][CH:11]([CH2:12][O:13][c:14]2[c:19]([NH2:20])[n:18][cH:17][c:16](B3OC(C)(C)C(C)(C)O3)[cH:15]2)[CH2:10][CH2:9]1)=[O:7])([CH3:4])[CH3:3].[CH3:23][n:24]1[cH:28][c:27](I)[n:26][cH:25]1>>[CH3:23][n:24]1[cH:28][c:27]([c:16]2[cH:15][c:14]([O:13][CH2:12][CH:11]3[CH2:21][CH2:22][N:8]([C:6]([O:5][C:2]([CH3:4])([CH3:3])[CH3:1])=[O:7])[CH2:9][CH2:10]3)[c:19]([NH2:20])[n:18][cH:17]2)[n:26][cH:25]1. Reactants: n1(cc(nc1)I)C, O(c1cc(cnc1N)B1OC(C(O1)(C)C)(C)C)CC1CCN(CC1)C(=O)OC(C)(C)C. Run at temperature 100 celsius, time 18 hour. The reagents and catalysts are c1ccc(cc1)-c2c3ccccc3cc4ccccc24 (9-Phenylanthracene), [O-]P(=O)([O-])[O-].[K+].[K+].[K+]   (K3PO4), O (water), C1(C(C(C(C1c1ccccc1)c1ccccc1)c1ccccc1)c1ccccc1)c1ccccc1.P(C(C)(C)C)(C(C)(C)C)C1CCCC1.C1(C(C(C(C1c1ccccc1)c1ccccc1)c1ccccc1)c1ccccc1)c1ccccc1.P(C(C)(C)C)(C(C)(C)C)C1CCCC1.[Fe].[Fe].[Pd] (Pd(Qhos)2). The solvent is CC#N (MeCN). The product is Cn1cnc(c1)c2cnc(N)c(OCC3CCN(CC3)C(=O)OC(C)(C)C)c2. Reactants: C1CCOC1, [N-]=[N+]=NCc1cccc(COC(c2ccccc2)(c2ccccc2)c2ccccc2)n1, O, c1ccc(P(c2ccccc2)c2ccccc2)cc1. The product is NCc1cccc(COC(c2ccccc2)(c2ccccc2)c2ccccc2)n1. As a reaction SMILES: [CH2:52]1[O:53][CH2:54][CH2:55][CH2:56]1.[N:1](=[N+:2]=[N-:3])[CH2:4][c:5]1[n:6][c:7]([CH2:11][O:12][C:13]([c:14]2[cH:15][cH:16][cH:17][cH:18][cH:19]2)([c:20]2[cH:21][cH:22][cH:23][cH:24][cH:25]2)[c:26]2[cH:27][cH:28][cH:29][cH:30][cH:31]2)[cH:8][cH:9][cH:10]1.[OH2:51].[c:32]1([P:33]([c:34]2[cH:35][cH:36][cH:37][cH:38][cH:39]2)[c:40]2[cH:41][cH:42][cH:43][cH:44][cH:45]2)[cH:46][cH:47][cH:48][cH:49][cH:50]1>>[NH2:1][CH2:4][c:5]1[n:6][c:7]([CH2:11][O:12][C:13]([c:14]2[cH:15][cH:16][cH:17][cH:18][cH:19]2)([c:20]2[cH:21][cH:22][cH:23][cH:24][cH:25]2)[c:26]2[cH:27][cH:28][cH:29][cH:30][cH:31]2)[cH:8][cH:9][cH:10]1. The reactants are N(=[N+]=[N-])C[C@H]1N(CC[C@H]1O)C(=O)OC(C)(C)C (1,1-dimethylethyl (2R,3R)-2-(azidomethyl)-3-hydroxy-1-pyrrolidinecarboxylate), C1(C=2C(C(N1)=O)=CC=CC2)=O (phthalimide), C1(=CC=CC=C1)P(C1=CC=CC=C1)C1=CC=CC=C1 (triphenylphosphine), solution, N(=NC(=O)OCC)C(=O)OCC (diethyl azodicarboxylate). The solvent is O (water), O1CCCC1 (tetrahydrofuran), C1(=CC=CC=C1)C (toluene). Run at time 8 hour. Product: N(=[N+]=[N-])C[C@H]1N(CC[C@@H]1N1C(C2=CC=CC=C2C1=O)=O)C(=O)OC(C)(C)C (1,1-dimethylethyl (2R,3S)-2-(azidomethyl)-3-(1,3-dioxo-1,3-dihydro-2H-isoindol-2-yl)-1-pyrrolidinecarboxylate). Isolated yield 50.4%. As a reaction SMILES: [N:1]([CH2:4][C@@H:5]1[C@H:9](O)[CH2:8][CH2:7][N:6]1[C:11]([O:13][C:14]([CH3:17])([CH3:16])[CH3:15])=[O:12])=[N+:2]=[N-:3].[C:18]1(=[O:28])[NH:22][C:21](=[O:23])[C:20]2=[CH:24][CH:25]=[CH:26][CH:27]=[C:19]12.C1(P(C2C=CC=CC=2)C2C=CC=CC=2)C=CC=CC=1.N(C(OCC)=O)=NC(OCC)=O>O1CCCC1.C1(C)C=CC=CC=1.O>[N:1]([CH2:4][C@@H:5]1[C@@H:9]([N:22]2[C:18](=[O:28])[C:19]3[C:20](=[CH:24][CH:25]=[CH:26][CH:27]=3)[C:21]2=[O:23])[CH2:8][CH2:7][N:6]1[C:11]([O:13][C:14]([CH3:17])([CH3:16])[CH3:15])=[O:12])=[N+:2]=[N-:3]. Reported procedure: To a solution of the compound 5 (658 mg) in tetrahydrofuran (15 mL), phthalimide (600 mg), triphenylphosphine (1070 mg) and 2.2 mol/L of a solution (2.0 mL) of diethyl azodicarboxylate in toluene were added at 0° C. The reaction mixture was stirred at room temperature for overnight. The reaction mixture was added water and extracted with ethyl acetate. The extract was washed with aqueous saturated sodium hydrogen carbonate solution and saturated brine, dried over anhydrous magnesium sulfate and ... The reactants are O=C1NC2=C(CCN1C1CCN(CC1)C(=O)O[C@H](CC1=CC(=C(C(=C1)C)O)C)C(=O)O)C=CC=C2 ((R)-2-(4-hydroxy-3,5-dimethyl-phenyl)-1-carboxy-ethyl 4-(2-oxo-1,2,4,5-tetrahydro-1,3-benzodiazepin-3-yl)-piperidine-1-carboxylate), CN1CCC(CC1)C1CCNCC1 (1-methyl-[4,4′]bipiperidinyl). Yields the product O=C1NC2=C(CCN1C1CCN(CC1)C(=O)O[C@@H](C(=O)N1CCC(CC1)C1CCN(CC1)C)CC1=CC(=C(C(=C1)C)O)C)C=CC=C2 ((R)-1-(4-hydroxy-3,5-dimethyl-benzyl)-2-(1′-methyl-4,4′-bipiperidinyl-1-yl)-2-oxo-ethyl 4-(2-oxo-1,2,4,5-tetrahydro-1,3-benzodiazepin-3-yl)-piperidine-1-carboxylate). Reaction SMILES: [O:1]=[C:2]1[N:8]([CH:9]2[CH2:14][CH2:13][N:12]([C:15]([O:17][C@@H:18]([C:29](O)=[O:30])[CH2:19][C:20]3[CH:25]=[C:24]([CH3:26])[C:23]([OH:27])=[C:22]([CH3:28])[CH:21]=3)=[O:16])[CH2:11][CH2:10]2)[CH2:7][CH2:6][C:5]2[CH:32]=[CH:33][CH:34]=[CH:35][C:4]=2[NH:3]1.[CH3:36][N:37]1[CH2:42][CH2:41][CH:40]([CH:43]2[CH2:48][CH2:47][NH:46][CH2:45][CH2:44]2)[CH2:39][CH2:38]1>>[O:1]=[C:2]1[N:8]([CH:9]2[CH2:14][CH2:13][N:12]([C:15]([O:17][C@H:18]([CH2:19][C:20]3[CH:25]=[C:24]([CH3:26])[C:23]([OH:27])=[C:22]([CH3:28])[CH:21]=3)[C:29]([N:46]3[CH2:47][CH2:48][CH:43]([CH:40]4[CH2:39][CH2:38][N:37]([CH3:36])[CH2:42][CH2:41]4)[CH2:44][CH2:45]3)=[O:30])=[O:16])[CH2:11][CH2:10]2)[CH2:7][CH2:6][C:5]2[CH:32]=[CH:33][CH:34]=[CH:35][C:4]=2[NH:3]1. Procedure: Prepared analogously to Example 1i from 150 mg (0.31 mmol) (R)-2-(4-hydroxy-3,5-dimethyl-phenyl)-1-carboxy-ethyl 4-(2-oxo-1,2,4,5-tetrahydro-1,3-benzodiazepin-3-yl)-piperidine-1-carboxylate and 62 mg (0.34 mmol) 1-methyl-[4,4′]bipiperidinyl. Reactants: C(C)(C)(C)C=1N=C(C2=C(N1)N(N=N2)CC)N2CC(CC2)(F)F (5-tert-Butyl-7-(3,3-difluoro-pyrrolidin-1-yl)-3-ethyl-3H-[1,2,3]triazolo[4,5-d]pyrimidine), C(C)(C)(C)C=1N=C(C2=C(N1)NN=N2)N2CC1(COC1)C2 (5-tert-Butyl-7-(2-oxa-6-aza-spiro[3.3]hept-6-yl)-3H-[1,2,3]triazolo[4,5-d]pyrimidine), ClCC1=NC(=NO1)C (5-(chloromethyl)-3-methyl-1,2,4-oxadiazole). Yields the product C(C)(C)(C)C=1N=C(C2=C(N1)N(N=N2)CC2=NC(=NO2)C)N2CC1(COC1)C2 (5-tert-Butyl-3-(3-methyl-[1,2,4]oxadiazol-5-ylmethyl)-7-(2-oxa-6-aza-spiro[3.3]hept-6-yl)-3H-[1,2,3]triazolo[4,5-d]pyrimidine). RXN SMILES: C(C1N=C(N2CCC(F)(F)C2)C2N=NN(CC)C=2N=1)(C)(C)C.[C:23]([C:27]1[N:28]=[C:29]([N:36]2[CH2:42][C:38]3([CH2:41][O:40][CH2:39]3)[CH2:37]2)[C:30]2[N:35]=[N:34][NH:33][C:31]=2[N:32]=1)([CH3:26])([CH3:25])[CH3:24].Cl[CH2:44][C:45]1[O:49][N:48]=[C:47]([CH3:50])[N:46]=1>>[C:23]([C:27]1[N:28]=[C:29]([N:36]2[CH2:37][C:38]3([CH2:39][O:40][CH2:41]3)[CH2:42]2)[C:30]2[N:35]=[N:34][N:33]([CH2:44][C:45]3[O:49][N:48]=[C:47]([CH3:50])[N:46]=3)[C:31]=2[N:32]=1)([CH3:26])([CH3:24])[CH3:25]. Procedure: In analogy to the procedure described for the synthesis of 5-tert-butyl-7-(3,3-difluoropyrrolidin-1-yl)-3-ethyl-3H-[1,2,3]triazolo[4,5-d]pyrimidine (example 61), the title compound was prepared from 5-tert-Butyl-7-(2-oxa-6-aza-spiro[3.3]hept-6-yl)-3H-[1,2,3]triazolo[4,5-d]pyrimidine and 5-(chloromethyl)-3-methyl-1,2,4-oxadiazole and isolated as light-red solid. MS (m/e): 371.2 (MH+).